Dataset: the Open Reaction Database (ORD), a public repository of structured organic reaction records. Task: describe an organic reaction: reactants, conditions, products, and yield Reactants: COC1=CC=C(CSC=2C(=NC=CC2)C(=O)N)C=C1 (3-(p-methoxybenzylthio)-picolinamide), [OH-].[Na+] (sodium hydroxide), Cl (hydrochloric acid). Product: COC1=CC=C(CSC=2C(=NC=CC2)C(=O)O)C=C1 (3-(p-methoxybenzylthio)picolinic acid). Reaction SMILES: [CH3:1][O:2][C:3]1[CH:19]=[CH:18][C:6]([CH2:7][S:8][C:9]2[C:10]([C:15](N)=[O:16])=[N:11][CH:12]=[CH:13][CH:14]=2)=[CH:5][CH:4]=1.[OH-:20].[Na+].Cl>>[CH3:1][O:2][C:3]1[CH:19]=[CH:18][C:6]([CH2:7][S:8][C:9]2[C:10]([C:15]([OH:20])=[O:16])=[N:11][CH:12]=[CH:13][CH:14]=2)=[CH:5][CH:4]=1 |f:1.2|. Procedure: A suspension of 5 g. of 3-(p-methoxybenzylthio)-picolinamide in 50 ml. of 20% aqueous sodium hydroxide is refluxed for about 24 hours, then cooled and acidified with dilute hydrochloric acid. Filtering, washing the precipitate with water, drying and recrystallizing from methanol gives 3-(p-methoxybenzylthio)picolinic acid. The reactants are O=C1CC(CN1C1=CC(=CC=C1)C(F)(F)F)CC#N ([5-oxo-1-(3-trifluoromethyl-phenyl)-pyrrolidin-3-yl]-acetonitrile), [OH-].[Na+] (sodium hydroxide), C(C)O (ethanol). Product: O=C1CC(CN1C1=CC(=CC=C1)C(F)(F)F)CC(=O)O ([5-oxo-1-(3-trifluoromethyl-phenyl)-pyrrolidin-3-yl]-acetic acid). Yield: 77.0%. As a reaction SMILES: [O:1]=[C:2]1[N:6]([C:7]2[CH:12]=[CH:11][CH:10]=[C:9]([C:13]([F:16])([F:15])[F:14])[CH:8]=2)[CH2:5][CH:4](CC#N)[CH2:3]1.[OH-:20].[Na+].[CH2:22]([OH:24])[CH3:23]>>[O:24]=[C:22]1[N:6]([C:7]2[CH:12]=[CH:11][CH:10]=[C:9]([C:13]([F:16])([F:15])[F:14])[CH:8]=2)[CH2:5][CH:4]([CH2:3][C:2]([OH:1])=[O:20])[CH2:23]1 |f:1.2|. Reported procedure: To a stirred solution of [5-oxo-1-(3-trifluoromethyl-phenyl)-pyrrolidin-3-yl]-acetonitrile (0.25 g, 0.93 mmol) in ethanol (6 mL) was added sodium hydroxide solution (0.074 g, 1.86 mmol, in 3 ml water). The reaction mixture was refluxed for 3 hrs and the solvents were removed under reduced pressure, diluted with water (3 ml), washed with hexane (3×10 mL) and acidified with 2N HCl. The aqueous layer was extracted with DCM (3×15 mL) and the combined extract was washed with brine, dried with Na2SO4,... Starting materials: N#N.C(C)(C)(C)OC(=O)N([C@H](CCSC)C(=O)NCCCC1=CC=CC=C1)C (N2 (tert-butyloxycarbonyl)-N2 -methyl-N-(3-phenylpropyl)-D-methioninamide), C(C)(=O)OCC.Cl (hydrogen chloride-ethyl acetate). Yields the product N#N.Cl.CN[C@H](CCSC)C(=O)NCCCC1=CC=CC=C1 (N2 methyl-N-(3-phenylpropyl)-D-methioninamide hydrochloride). Reaction SMILES: [N:1]#[N:2].C(O[C:8]([N:10](C)[C@@H:11]([C:16]([NH:18][CH2:19][CH2:20][CH2:21][C:22]1[CH:27]=[CH:26][CH:25]=[CH:24][CH:23]=1)=[O:17])[CH2:12][CH2:13][S:14][CH3:15])=O)(C)(C)C.C(OCC)(=O)C.[ClH:35]>>[N:1]#[N:2].[ClH:35].[CH3:8][NH:10][C@@H:11]([C:16]([NH:18][CH2:19][CH2:20][CH2:21][C:22]1[CH:23]=[CH:24][CH:25]=[CH:26][CH:27]=1)=[O:17])[CH2:12][CH2:13][S:14][CH3:15] |f:0.1,2.3,4.5.6|. Procedure details: A solution of N2 -(tert-butyloxycarbonyl)-N2 -methyl-N-(3-phenylpropyl)-D-methioninamide (3.3 g.) in hydrogen chloride-ethyl acetate (3.4 N, 18 ml.) was stirred for one half hour at room temperature, then stripped of volatiles, affording N2 -methyl-N-(3-phenylpropyl)-D-methioninamide hydrochloride as a crystalline solid (2.5 g., m.r. 107°-110° C.). Starting materials: O (Water), [H-].[Na+] (NaH), [Si](C)(C)(C(C)(C)C)O[C@@H]([C@@H]1N([C@@H](CC1)CC1=CC=C(C=C1)C(NC)=O)C(=O)OC(C)(C)C)C1=CC=CC=C1 (tert-butyl (2R,5S)-2-[(R)-{[tert-butyl(dimethyl)silyl]oxy}(phenyl)methyl]-5-[4-(methylcarbamoyl)benzyl]pyrrolidine-1-carboxylate), BrCC1=C(C=CC=C1)F (1-(Bromomethyl)-2-fluorobenzene). Solvent: CN(C)C=O (DMF). Reaction conditions: time 10 minute. The product is [Si](C)(C)(C(C)(C)C)O[C@@H]([C@@H]1N([C@@H](CC1)CC1=CC=C(C=C1)C(N(C)CC1=C(C=CC=C1)F)=O)C(=O)OC(C)(C)C)C1=CC=CC=C1 (Tert-butyl (2R,5S)-2-[(R)-{[tert-butyl(dimethyl)silyl]oxy}(phenyl)methyl]-5-{4-[(2-fluorobenzyl)(methyl)carbamoyl]benzyl}pyrrolidine-1-carboxylate). Yield: 99.2%. Reaction SMILES: [H-].[Na+].[Si:3]([O:10][C@H:11]([C:35]1[CH:40]=[CH:39][CH:38]=[CH:37][CH:36]=1)[C@H:12]1[CH2:16][CH2:15][C@@H:14]([CH2:17][C:18]2[CH:23]=[CH:22][C:21]([C:24](=[O:27])[NH:25][CH3:26])=[CH:20][CH:19]=2)[N:13]1[C:28]([O:30][C:31]([CH3:34])([CH3:33])[CH3:32])=[O:29])([C:6]([CH3:9])([CH3:8])[CH3:7])([CH3:5])[CH3:4].Br[CH2:42][C:43]1[CH:48]=[CH:47][CH:46]=[CH:45][C:44]=1[F:49].O>CN(C=O)C>[Si:3]([O:10][C@H:11]([C:35]1[CH:36]=[CH:37][CH:38]=[CH:39][CH:40]=1)[C@H:12]1[CH2:16][CH2:15][C@@H:14]([CH2:17][C:18]2[CH:19]=[CH:20][C:21]([C:24](=[O:27])[N:25]([CH2:42][C:43]3[CH:48]=[CH:47][CH:46]=[CH:45][C:44]=3[F:49])[CH3:26])=[CH:22][CH:23]=2)[N:13]1[C:28]([O:30][C:31]([CH3:33])([CH3:32])[CH3:34])=[O:29])([C:6]([CH3:7])([CH3:8])[CH3:9])([CH3:5])[CH3:4] |f:0.1|. Reported procedure: NaH (6.1 mg of a 60 wt % dispersion in mineral oil, 0.153 mmol, 1 equivalent) was added to a stirred, room temperature mixture tert-butyl (2R,5S)-2-[(R)-{[tert-butyl(dimethyl)silyl]oxy}(phenyl)methyl]-5-[4-(methylcarbamoyl)benzyl]pyrrolidine-1-carboxylate (80 mg, 0.148 mmol) in DMF (0.74 mL), and the mixture was stirred for 10 minutes. 1-(Bromomethyl)-2-fluorobenzene (0.0281 mg, 0.148 mmol, 1 equivalent) was added and the mixture was stirred overnight. Water was then added and the mixture was pa... The reactants are COC1=CC=C(C=C1)C1=CC(=NN1C1=CC=CC=C1)CCC=O (3-(5-(4-methoxyphenyl)-1-phenyl-1H-pyrazol-3-yl)propanal), [BH-](OC(=O)C)(OC(=O)C)OC(=O)C.[Na+] (NaBH(OAc)3), CC1=C(C=CC=C1C)N1CCNCC1 (1-(2,3-dimethylphenyl)piperazine), CCN(C(C)C)C(C)C (DIPEA). Yields the product COC1=CC=C(C=C1)C1=CC(=NN1C1=CC=CC=C1)CCCN1CCN(CC1)C1=C(C(=CC=C1)C)C (1-(3-(5-(4-methoxyphenyl)-1-phenyl-1H-pyrazol-3-yl)propyl)-4-(2,3-dimethylphenyl)piperazine). RXN SMILES: [CH3:1][O:2][C:3]1[CH:8]=[CH:7][C:6]([C:9]2[N:13]([C:14]3[CH:19]=[CH:18][CH:17]=[CH:16][CH:15]=3)[N:12]=[C:11]([CH2:20][CH2:21][CH:22]=O)[CH:10]=2)=[CH:5][CH:4]=1.[CH3:24][C:25]1[C:30]([CH3:31])=[CH:29][CH:28]=[CH:27][C:26]=1[N:32]1[CH2:37][CH2:36][NH:35][CH2:34][CH2:33]1.CCN(C(C)C)C(C)C.[BH-](OC(C)=O)(OC(C)=O)OC(C)=O.[Na+]>>[CH3:1][O:2][C:3]1[CH:8]=[CH:7][C:6]([C:9]2[N:13]([C:14]3[CH:19]=[CH:18][CH:17]=[CH:16][CH:15]=3)[N:12]=[C:11]([CH2:20][CH2:21][CH2:22][N:35]3[CH2:36][CH2:37][N:32]([C:26]4[CH:27]=[CH:28][CH:29]=[C:30]([CH3:31])[C:25]=4[CH3:24])[CH2:33][CH2:34]3)[CH:10]=2)=[CH:5][CH:4]=1 |f:3.4|. Procedure: 117 mg (93%) of target compound was obtained by using a method same as in Example 1 by using 3-(5-(4-methoxyphenyl)-1-phenyl-1H-pyrazol-3-yl)propanal (75 mg, 0.245 mmol), 1-(2,3-dimethylphenyl)piperazine (47 mg, 0.245 mmol), DIPEA (0.064 mL, 0.368 mmol) and NaBH(OAc)3 (156 mg, 0.735 mmol). Reactants: FC(OC1=CC=C(C=C1)C1(CC1)C#N)(F)F (1-(4-trifluoromethoxyphenyl)cyclopropanecarbonitrile), [OH-].[Na+] (sodium hydroxide), OO (hydrogen peroxide). Solvent: CO (methanol). Conditions: temperature 55 celsius. Product: FC(OC1=CC=C(C=C1)C1(CC1)C(=O)N)(F)F (1-(4-(trifluoromethoxy)phenyl)cyclopropanecarbamide). RXN SMILES: [F:1][C:2]([F:16])([F:15])[O:3][C:4]1[CH:9]=[CH:8][C:7]([C:10]2([C:13]#[N:14])[CH2:12][CH2:11]2)=[CH:6][CH:5]=1.[OH-:17].[Na+].OO>CO>[F:1][C:2]([F:15])([F:16])[O:3][C:4]1[CH:5]=[CH:6][C:7]([C:10]2([C:13]([NH2:14])=[O:17])[CH2:11][CH2:12]2)=[CH:8][CH:9]=1 |f:1.2|. Procedure details: A mixture of 1-(4-trifluoromethoxyphenyl)cyclopropanecarbonitrile (4.0 g), 25% aqueous sodium hydroxide (0.46 mL), 30% aqueous hydrogen peroxide (25 mL), and methanol (100 mL) was heated at 55° C. for 1 h with stirring. The reaction mixture was concentrated under reduced pressure, the precipitated crystals were collected by filtration, to obtain white solid 1-(4-(trifluoromethoxy)phenyl)cyclopropanecarbamide (4.5 g). (3) A mixture of 1-(4-trifluoromethoxyphenyl)cyclopropanecarbamide (4.5 g), 15%...